Dataset: the Open Reaction Database (ORD), a public repository of structured organic reaction records. Task: describe an organic reaction: reactants, conditions, products, and yield Starting materials: NC1=NC=CC=C1 (2-aminopyridine), N1=CN=CC(=C1)C=O (pyrimidine-5-carboxaldehyde). Run in C(Cl)(Cl)Cl (chloroform), C(Cl)(Cl)Cl (chloroform), C(Cl)(Cl)Cl (chloroform). The yield is 99.7%. As a reaction SMILES: [NH2:1][C:2]1[CH:7]=[CH:6][CH:5]=[CH:4][N:3]=1.[N:8]1[CH:13]=[C:12]([CH:14]=O)[CH:11]=[N:10][CH:9]=1>C(Cl)(Cl)Cl>[N:8]1[CH:13]=[C:12]([CH:14]=[N:1][C:2]2[CH:7]=[CH:6][CH:5]=[CH:4][N:3]=2)[CH:11]=[N:10][CH:9]=1. Procedure: A solution of 2-aminopyridine (11.314 g, 120.3 mmole) and pyrimidine-5-carboxaldehyde (14.0 g, 129.6 mmole) in chloroform (300 mL) was stirred at room temperature for 15 minutes. The volatiles were then removed under reduced pressure (1 hour at 75° C.) to yield a yellow solid. The crude solid was dissolved in chloroform (300 mL), and the solution was stirred for 15 minutes. The volatiles were then removed under reduced pressure (1 hour at 75° C.) to yield a yellow solid. The crude solid was agai... Yields the product N1=CN=CC(=C1)C=NC1=NC=CC=C1 (N-(5-pyrimidinylmethylene)-2-pyridinamine). Conditions: time 15 minute. Starting materials: FC1=C(OCC(=O)OCC)C(=CC(=C1)CO)OC (ethyl 2-(2-fluoro-4-(hydroxymethyl)-6-methoxyphenoxy)acetate), P(Br)(Br)Br (PBr3). Run in ClCCl (dichloromethane). The product is BrCC1=CC(=C(OCC(=O)OCC)C(=C1)OC)F (Ethyl 2-(4-(bromomethyl)-2-fluoro-6-methoxyphenoxy)acetate). Yield: 52.2%. Reaction SMILES: [F:1][C:2]1[CH:14]=[C:13]([CH2:15]O)[CH:12]=[C:11]([O:17][CH3:18])[C:3]=1[O:4][CH2:5][C:6]([O:8][CH2:9][CH3:10])=[O:7].P(Br)(Br)[Br:20]>ClCCl>[Br:20][CH2:15][C:13]1[CH:12]=[C:11]([O:17][CH3:18])[C:3]([O:4][CH2:5][C:6]([O:8][CH2:9][CH3:10])=[O:7])=[C:2]([F:1])[CH:14]=1. Procedure details: The compound was prepared according to general procedure G with ethyl 2-(2-fluoro-4-(hydroxymethyl)-6-methoxyphenoxy)acetate (0.4 mmol) in dichloromethane (5 ml) and PBr3 (0.4 mmol). 67 mg of compound were obtained (54% yield). This compound was used without further purification. 1H NMR (250 MHz, CDCl3): δ 1.29 (t, J=7.0 Hz, 3H), 3.89 (s, 3H), 4.25 (q, J=7.0 Hz, 2H), 4.41 (s, 2H), 4.71 (s, 2H) 6.74 (m, 1H), 6.81 (m, 1H). MS (ESI): m/z 319.9 [M+H]+ The reactants are C#CC(C)(O)C(CC=C(C)C)C(=C)C, CCCCCC. Yields the product C=CC(C)(O)C(CC=C(C)C)C(=C)C. Reaction SMILES: [C:1](=[CH2:2])([CH3:3])[CH:4]([C:5]([C:6]#[CH:7])([OH:8])[CH3:9])[CH2:10][CH:11]=[C:12]([CH3:13])[CH3:14].[CH3:15][CH2:16][CH2:17][CH2:18][CH2:19][CH3:20]>>[C:1](=[CH2:2])([CH3:3])[CH:4]([C:5]([CH:6]=[CH2:7])([OH:8])[CH3:9])[CH2:10][CH:11]=[C:12]([CH3:13])[CH3:14]. Reaction SMILES: [I:1][C:2]1[CH:3]=[C:4]2[C:9](=[CH:10][CH:11]=1)[C:8](=[O:12])[NH:7][C:6](=[O:13])/[C:5]/2=[CH:14]\[NH:15][C:16]1[CH:21]=[CH:20][C:19]([N:22]2[CH2:27][CH2:26][NH:25][CH2:24][CH2:23]2)=[CH:18][CH:17]=1.C(O[BH-](OC(=O)C)OC(=O)C)(=O)C.[Na+].[CH3:42][N:43]1[CH2:48][CH2:47][C:46](=O)[CH2:45][CH2:44]1.C(O)(=O)C.C(=O)(O)[O-].[Na+]>CN1CCCC1=O.C(Cl)Cl>[I:1][C:2]1[CH:3]=[C:4]2[C:9](=[CH:10][CH:11]=1)[C:8](=[O:12])[NH:7][C:6](=[O:13])/[C:5]/2=[CH:14]\[NH:15][C:16]1[CH:17]=[CH:18][C:19]([N:22]2[CH2:23][CH2:24][N:25]([CH:46]3[CH2:47][CH2:48][N:43]([CH3:42])[CH2:44][CH2:45]3)[CH2:26][CH2:27]2)=[CH:20][CH:21]=1 |f:1.2,5.6|. Run in CN1C(CCC1)=O (N-methylpyrrolidinone), C(Cl)Cl (methylene chloride), C(Cl)Cl (methylene chloride). Procedure: (4Z)-6-Iodo-4-{[(4-piperazin-1-ylphenyl)amino]methylene}isoquinoline-1,3(2H,4H)-dione (47.4 mg, 0.1 mmol) is dissolved in N-methylpyrrolidinone (1 mL) and methylene chloride (0.3 mL), followed by addition of sodium triacetoxyborohydride (244 mg, 1.15 mmol), 1-methyl-piperidin-4-one (0.318 mL, 2.58 mmol) and acetic acid (0.15 mL, 2.6 mmol). After stirring at room temperature for 40 min, methylene chloride and saturated sodium bicarbonate solution were added. The organic layer is separated and dri... Starting materials: IC=1C=C2/C(/C(NC(C2=CC1)=O)=O)=C/NC1=CC=C(C=C1)N1CCNCC1 ((4Z)-6-Iodo-4-{[(4-piperazin-1-ylphenyl)amino]methylene}isoquinoline-1,3(2H,4H)-dione), C(C)(=O)O[BH-](OC(C)=O)OC(C)=O.[Na+] (sodium triacetoxyborohydride), CN1CCC(CC1)=O (1-methyl-piperidin-4-one), C(C)(=O)O (acetic acid), C([O-])(O)=O.[Na+] (sodium bicarbonate). The yield is 78.7%. Run at time 40 minute. Yields the product IC=1C=C2/C(/C(NC(C2=CC1)=O)=O)=C/NC1=CC=C(C=C1)N1CCN(CC1)C1CCN(CC1)C ((4Z)-6-Iodo-4-[({4-[4-(1-methylpiperidin-4-yl)piperazin-1-yl]phenyl}amino)methylene]isoquinoline-1,3(2H,4H)-dione). Starting materials: C(OCC1=CC=CC=C1)(=O)Cl (benzyl chlorocarbonate), C(C)(C)(C)OC(=O)N1CCC(CC1)OC1=CC=C(C=C1)N (4-(4-aminophenoxy)piperidine-1-carboxylic acid tert-butyl ester), C(O)([O-])=O.[Na+] (sodium hydrogencarbonate), O (water). Run in O1CCCC1 (tetrahydrofuran). Reaction conditions: time 1 hour. The product is C(C)(C)(C)OC(=O)N1CCC(CC1)OC1=CC=C(C=C1)NC(=O)OCC1=CC=CC=C1 (4-(4-Benzyloxycarbonylaminophenoxy)piperidine-1-carboxylic Acid tert-Butyl ester). Reaction SMILES: [C:1]([O:5][C:6]([N:8]1[CH2:13][CH2:12][CH:11]([O:14][C:15]2[CH:20]=[CH:19][C:18]([NH2:21])=[CH:17][CH:16]=2)[CH2:10][CH2:9]1)=[O:7])([CH3:4])([CH3:3])[CH3:2].C(=O)([O-])O.[Na+].O.[C:28](Cl)(=[O:37])[O:29][CH2:30][C:31]1[CH:36]=[CH:35][CH:34]=[CH:33][CH:32]=1>O1CCCC1>[C:1]([O:5][C:6]([N:8]1[CH2:13][CH2:12][CH:11]([O:14][C:15]2[CH:20]=[CH:19][C:18]([NH:21][C:28]([O:29][CH2:30][C:31]3[CH:36]=[CH:35][CH:34]=[CH:33][CH:32]=3)=[O:37])=[CH:17][CH:16]=2)[CH2:10][CH2:9]1)=[O:7])([CH3:4])([CH3:2])[CH3:3] |f:1.2|. Procedure: To a solution of 4-(4-aminophenoxy)piperidine-1-carboxylic acid tert-butyl ester (6.63 g) and sodium hydrogencarbonate (2.1 g) in a mixture of tetrahydrofuran (100 ml)-water (100 ml) was dropwise added benzyl chlorocarbonate (3.24 ml), and the mixture was stirred at room temperature for 1 hour. After completion of the reaction, the mixture was extracted with ethyl acetate and washed with saturated brine. The organic layer was dried over anhydrous magnesium sulfate and the solvent was evaporated.... The product is CC(=O)OC1CCC2(C)C(CCC3C2CCC2(C)C(CC[N+](=O)[O-])CCC32O)C1. RXN SMILES: [BH4-:30].[C:1]([CH3:2])(=[O:3])[O:4][CH:5]1[CH2:6][CH:7]2[CH2:8][CH2:9][CH:10]3[C:11]4([OH:29])[CH2:12][CH2:13][CH:14]([CH:15]=[CH:16][N+:17](=[O:18])[O-:19])[C:20]4([CH3:28])[CH2:21][CH2:22][CH:23]3[C:24]2([CH3:27])[CH2:25][CH2:26]1.[CH3:38][CH2:39][O:40][CH2:41][CH3:42].[CH3:43][CH2:44][OH:45].[Na+:31].[Na+:32].[OH:33][P:34](=[O:35])([O-:36])[OH:37]>>[C:1]([CH3:2])(=[O:3])[O:4][CH:5]1[CH2:6][CH:7]2[CH2:8][CH2:9][CH:10]3[C:11]4([OH:29])[CH2:12][CH2:13][CH:14]([CH2:15][CH2:16][N+:17](=[O:18])[O-:19])[C:20]4([CH3:28])[CH2:21][CH2:22][CH:23]3[C:24]2([CH3:27])[CH2:25][CH2:26]1. The reactants are [BH4-], CC(=O)OC1CCC2(C)C(CCC3C2CCC2(C)C(C=C[N+](=O)[O-])CCC32O)C1, CCOCC, CCO, [Na+], [Na+], O=P([O-])(O)O. Starting materials: C=CCOC(=O)NC1CC(=O)OC1OCc1ccccc1, COC(=O)CN1C(=O)C(NC(=O)OC(C)(C)C)CNc2ccccc21, ClCCl, Cl. Product: COC(=O)CN1C(=O)C(N)CNc2ccccc21, Cl. RXN SMILES: [CH2:2]([O:3][C:4]([NH:5][CH:6]1[CH2:7][C:8](=[O:9])[O:10][CH:11]1[O:12][CH2:13][c:14]1[cH:15][cH:16][cH:17][cH:18][cH:19]1)=[O:20])[CH:21]=[CH2:22].[CH3:23][O:24][C:25]([CH2:26][N:27]1[C:28](=[O:46])[CH:29]([NH:38][C:39]([O:40][C:41]([CH3:42])([CH3:43])[CH3:44])=[O:45])[CH2:30][NH:31][c:32]2[c:33]1[cH:34][cH:35][cH:36][cH:37]2)=[O:47].[Cl:48][CH2:49][Cl:50].[ClH:1]>>[CH3:23][O:24][C:25]([CH2:26][N:27]1[C:28](=[O:46])[CH:29]([NH2:38])[CH2:30][NH:31][c:32]2[c:33]1[cH:34][cH:35][cH:36][cH:37]2)=[O:47].[ClH:1]. The reactants are B, COc1cc2nccc(Oc3ccc(NC(=O)COc4ccccc4O)cc3)c2cc1OC, Cl, [Na+], C1CCOC1, C1CCOC1, [OH-]. Product: COc1cc2nccc(Oc3ccc(NCCOc4ccccc4O)cc3)c2cc1OC. RXN SMILES: [BH3:39].[CH3:1][O:2][c:3]1[cH:4][c:5]2[c:6]([O:15][c:16]3[cH:17][cH:18][c:19]([NH:22][C:23]([CH2:24][O:25][c:26]4[c:27]([OH:32])[cH:28][cH:29][cH:30][cH:31]4)=[O:33])[cH:20][cH:21]3)[cH:7][cH:8][n:9][c:10]2[cH:11][c:12]1[O:13][CH3:14].[ClH:40].[Na+:42].[O:34]1[CH2:35][CH2:36][CH2:37][CH2:38]1.[O:43]1[CH2:44][CH2:45][CH2:46][CH2:47]1.[OH-:41]>>[CH3:1][O:2][c:3]1[cH:4][c:5]2[c:6]([O:15][c:16]3[cH:17][cH:18][c:19]([NH:22][CH2:23][CH2:24][O:25][c:26]4[c:27]([OH:32])[cH:28][cH:29][cH:30][cH:31]4)[cH:20][cH:21]3)[cH:7][cH:8][n:9][c:10]2[cH:11][c:12]1[O:13][CH3:14].